From a dataset of the Open Reaction Database (ORD), a public repository of structured organic reaction records. describe an organic reaction: reactants, conditions, products, and yield Starting materials: NC1=NC(C(N1C)=O)(C1=CC(=NC(=C1)CC)CC)C1=CC(=C(C=C1)F)Br (2-amino-5-(3-bromo-4-fluorophenyl)-5-(2,6-diethyl-pyridin-4-yl)-3-methyl-3,5-dihydro-imidazol-4-one), FC1=C(C=NC=C1)[Sn](CCCC)(CCCC)CCCC (4-fluoropyridin-3-yl(tributly)tin). The reagents and catalysts are C1(=CC=CC=C1)P(C1=CC=CC=C1)(C1=CC=CC=C1)[Pd-](P(C1=CC=CC=C1)(C1=CC=CC=C1)C1=CC=CC=C1)Cl (bis(triphenylphosphino)palladium(II) chloride). Solvent: CN(C)C=O (DMF). Conditions: temperature 150 celsius. Product: NC1=NC(C(N1C)=O)(C1=CC(=C(C=C1)F)C=1C=NC=CC1F)C1=CC(=NC(=C1)CC)CC (2-Amino-5-(2,6-diethyl-pyridin-4-yl)-5-[4-fluoro-3-(4-fluoropyridin-3-yl)-phenyl]-3-methyl-3,5-dihydro-imidazol-4-one). The yield is 9.6%. As a reaction SMILES: [NH2:1][C:2]1[N:6]([CH3:7])[C:5](=[O:8])[C:4]([C:19]2[CH:24]=[CH:23][C:22]([F:25])=[C:21](Br)[CH:20]=2)([C:9]2[CH:14]=[C:13]([CH2:15][CH3:16])[N:12]=[C:11]([CH2:17][CH3:18])[CH:10]=2)[N:3]=1.[F:27][C:28]1[CH:33]=[CH:32][N:31]=[CH:30][C:29]=1[Sn](CCCC)(CCCC)CCCC>CN(C=O)C.C1(P([Pd-](Cl)P(C2C=CC=CC=2)(C2C=CC=CC=2)C2C=CC=CC=2)(C2C=CC=CC=2)C2C=CC=CC=2)C=CC=CC=1>[NH2:1][C:2]1[N:6]([CH3:7])[C:5](=[O:8])[C:4]([C:9]2[CH:14]=[C:13]([CH2:15][CH3:16])[N:12]=[C:11]([CH2:17][CH3:18])[CH:10]=2)([C:19]2[CH:24]=[CH:23][C:22]([F:25])=[C:21]([C:29]3[CH:30]=[N:31][CH:32]=[CH:33][C:28]=3[F:27])[CH:20]=2)[N:3]=1. Procedure details: A mixture of 2-amino-5-(3-bromo-4-fluorophenyl)-5-(2,6-diethyl-pyridin-4-yl)-3-methyl-3,5-dihydro-imidazol-4-one (0.170 g, 0.405), 4-fluoropyridin-3-yl(tributly)tin (0.235 g, 0.608 mmol) and bis(triphenylphosphino)palladium(II) chloride (0.023 g, 0.032 mmol) in DMF (5 mL) was degassed and heated at 150° C. for 1 h. The mixture was cooled to room temperature and diluted with ethyl acetate (50 mL) and 2% aqueous lithium chloride (20 mL). The organic layer was separated, washed with 2% aqueous lith... Reactants: C=O, NC(Cc1cccs1)C(=O)O. Yields the product O=C(O)C1Cc2sccc2CN1. Reaction SMILES: [CH2:12]=[O:13].[s:1]1[c:2]([CH2:6][CH:7]([NH2:8])[C:9](=[O:10])[OH:11])[cH:3][cH:4][cH:5]1>>[s:1]1[c:2]2[c:3]([cH:4][cH:5]1)[CH2:12][NH:8][CH:7]([C:9](=[O:10])[OH:11])[CH2:6]2. Starting materials: COC(=O)c1ccc(O)cc1, CC(C)=O, Cc1cc([N+](=O)[O-])cnc1Cl, ClCCl, [K+], [K+], O=C([O-])[O-]. The product is COC(=O)c1ccc(Oc2ncc([N+](=O)[O-])cc2C)cc1. Reaction SMILES: [CH3:12][O:13][C:14]([c:15]1[cH:16][cH:17][c:18]([OH:21])[cH:19][cH:20]1)=[O:22].[CH3:32][C:33](=[O:34])[CH3:35].[Cl:1][c:2]1[n:3][cH:4][c:5]([N+:9](=[O:10])[O-:11])[cH:6][c:7]1[CH3:8].[Cl:29][CH2:30][Cl:31].[K+:23].[K+:24].[O-:25][C:26]([O-:27])=[O:28]>>[c:2]1([O:21][c:18]2[cH:17][cH:16][c:15]([C:14]([O:13][CH3:12])=[O:22])[cH:20][cH:19]2)[n:3][cH:4][c:5]([N+:9](=[O:10])[O-:11])[cH:6][c:7]1[CH3:8]. The reactants are CC1=C(C=CC(=C1)C(=O)N1CC=2N(CC3=C1C=CC=C3)C(=CC2)C(=O)N2CCN(CC2)C(=O)OC(C)(C)C)C2=C(C=CC=C2)C(F)(F)F (4-[[10,11-dihydro-10-[[2-methyl-2′-trifluoromethyl[1,1′-biphenyl]-4-yl]carbonyl]-5H-pyrrolo[2,1-c][1,4]benzodiazepin-3-yl]carbonyl]-1-piperazine carboxylic acid, tert-butyl ester), C(C)(=O)OCC (ethyl acetate), Cl (hydrogen chloride). The solvent is C(C)OCC (diethyl ether). Run at time 90 minute. The product is Cl.CC1=C(C=CC(=C1)C(=O)N1CC=2N(CC3=C1C=CC=C3)C(=CC2)C(=O)N2CCNCC2)C2=C(C=CC=C2)C(F)(F)F (10,11-Dihydro-10-[[2-methyl-2′-trifluoromethyl-[1,1′-biphenyl]-4-yl]carbonyl]-3-(1-piperazinylcarbonyl)-5H-pyrrolo[2,1-c][1,4]benzodiazepine hydrochloride salt). As a reaction SMILES: [CH3:1][C:2]1[CH:7]=[C:6]([C:8]([N:10]2[C:16]3[CH:17]=[CH:18][CH:19]=[CH:20][C:15]=3[CH2:14][N:13]3[C:21]([C:24]([N:26]4[CH2:31][CH2:30][N:29](C(OC(C)(C)C)=O)[CH2:28][CH2:27]4)=[O:25])=[CH:22][CH:23]=[C:12]3[CH2:11]2)=[O:9])[CH:5]=[CH:4][C:3]=1[C:39]1[CH:44]=[CH:43][CH:42]=[CH:41][C:40]=1[C:45]([F:48])([F:47])[F:46].C(OCC)(=O)C.[ClH:55]>C(OCC)C>[ClH:55].[CH3:1][C:2]1[CH:7]=[C:6]([C:8]([N:10]2[C:16]3[CH:17]=[CH:18][CH:19]=[CH:20][C:15]=3[CH2:14][N:13]3[C:21]([C:24]([N:26]4[CH2:27][CH2:28][NH:29][CH2:30][CH2:31]4)=[O:25])=[CH:22][CH:23]=[C:12]3[CH2:11]2)=[O:9])[CH:5]=[CH:4][C:3]=1[C:39]1[CH:44]=[CH:43][CH:42]=[CH:41][C:40]=1[C:45]([F:47])([F:46])[F:48] |f:4.5|. Procedure: The 4-[[10,11-dihydro-10-[[2-methyl-2′-trifluoromethyl[1,1′-biphenyl]-4-yl]carbonyl]-5H-pyrrolo[2,1-c][1,4]benzodiazepin-3-yl]carbonyl]-1-piperazine carboxylic acid, tert-butyl ester of Step A (0.85 g, 1.29 mmol) was added in one portion to stirred ethyl acetate (10 mL) saturated with hydrogen chloride gas at 0° C. The reaction mixture was stirred for 90 minutes under nitrogen. A precipitate formed after several minutes. The reaction was then warmed to room temperature and diluted with diethyl e... Starting materials: O=C1OCC2=C(C=CC=C12)\N=C\C1=CC=C(C=C1)C1N(CCC1)C(=O)OCC1=CC=CC=C1 ((E)-benzyl 2-(4-((1-oxo-1,3-dihydroisobenzofuran-4-ylimino)methyl)phenyl)pyrrolidine-1-carboxylate), FC1=CC=C(C=O)C=C1 (4-fluoro benzaldehyde), CC[O-].[Na+] (EtONa), C(CC)(=O)OCC (ethyl propionate). Run in CCO (EtOH). The product is C(C1=CC=CC=C1)OC(=O)N1C(CCC1)C1=CC=C(C=C1)C1NC=2C=CC=C(C2C(C1C1=CC=C(C=C1)F)=O)C(=O)OCC (Ethyl 2-(4-(1-(benzyloxycarbonyl)pyrrolidin-2-yl)phenyl)-3-(4-fluorophenyl)-4-oxo-1,2,3,4-tetrahydroquinoline-5-carboxylate). Yield: 20.0%. RXN SMILES: O=C1C2[C:5](=[C:6](/[N:11]=[CH:12]/[C:13]3[CH:18]=[CH:17][C:16]([CH:19]4[CH2:23][CH2:22][CH2:21][N:20]4[C:24]([O:26][CH2:27][C:28]4[CH:33]=[CH:32][CH:31]=[CH:30][CH:29]=4)=[O:25])=[CH:15][CH:14]=3)C=CC=2)[CH2:4]O1.[F:34][C:35]1[CH:42]=[CH:41][C:38]([CH:39]=O)=[CH:37][CH:36]=1.[CH3:43][CH2:44][O-:45].[Na+].[C:47]([O:51][CH2:52][CH3:53])(=[O:50])[CH2:48][CH3:49]>CCO>[CH2:27]([O:26][C:24]([N:20]1[CH2:21][CH2:22][CH2:23][CH:19]1[C:16]1[CH:17]=[CH:18][C:13]([CH:12]2[CH:39]([C:38]3[CH:41]=[CH:42][C:35]([F:34])=[CH:36][CH:37]=3)[C:44](=[O:45])[C:43]3[C:48]([C:47]([O:51][CH2:52][CH3:53])=[O:50])=[CH:49][CH:4]=[CH:5][C:6]=3[NH:11]2)=[CH:14][CH:15]=1)=[O:25])[C:28]1[CH:29]=[CH:30][CH:31]=[CH:32][CH:33]=1 |f:2.3|. Procedure: A solution of (E)-benzyl 2-(4-((1-oxo-1,3-dihydroisobenzofuran-4-ylimino)methyl)phenyl)pyrrolidine-1-carboxylate (0.5 g, 1.14 mmol) and 4-fluoro benzaldehyde (0.284 g, 2.28 mmol) in dry ethyl propionate (5 mL) was added EtONa (0.155 g, 2.28 mmol) in EtOH (6 mL), and the mixture was stirred at room temperature until the starting material was disappeared as monitored by TLC. Then the reaction mixture was quenched with 0.5 mL of water, the resulting mixture was concentrated in vacuo, and the residu... Starting materials: CN1C=NC=C1 (1-methyl-1H-imidazole), BrCCCC1=CC=C(C=C1)OC (1-(3-bromopropyl)-4-methoxybenzene). Conditions: temperature 140 celsius. Yields the product [Br-].COC1=CC=C(C=C1)CCC[N+]1=CN(C=C1)C (1-[3-(4-Methoxyphenyl)propyl]-3-methylimidazolium bromide). Reaction SMILES: [CH3:1][N:2]1[CH:6]=[CH:5][N:4]=[CH:3]1.[Br:7][CH2:8][CH2:9][CH2:10][C:11]1[CH:16]=[CH:15][C:14]([O:17][CH3:18])=[CH:13][CH:12]=1>>[Br-:7].[CH3:18][O:17][C:14]1[CH:15]=[CH:16][C:11]([CH2:10][CH2:9][CH2:8][N+:4]2[CH:5]=[CH:6][N:2]([CH3:1])[CH:3]=2)=[CH:12][CH:13]=1 |f:2.3|. Procedure: A mixture of 2.50 g (0.03 mole) of 1-methyl-1H-imidazole and 6.9 g (0.03 mole) of 1-(3-bromopropyl)-4-methoxybenzene is heated at 140° C. for 1.5 hours. Follow the progress of the reaction by thin-layer chromatography on silica gel (methanol: 1M sodium chloride, 95:5). At the completion, the cooled reaction product is triturated thoroughly with ether and on drying, provides the title compound. Reactants: C(C1=CC=CC=C1)(=O)OOC(C1=CC=CC=C1)=O (benzoyl peroxide), ice water, CCCCCC (n-hexane), C(C1=CC=CC=C1)(=O)OOC(C1=CC=CC=C1)=O (Benzoyl peroxide), C(C=C)(=O)[O-] (acrylate), ClC(C(=O)OC)=C (methyl α-chloroacrylate), C(C=C)(=O)[O-] (acrylate), ClC(C(=O)OC)=C (methyl α-chloroacrylate). Run in C(C)O (ethanol), C=1(C(=CC=CC1)C)C (xylene), C=1(C(=CC=CC1)C)C (xylene). Reaction conditions: time 8 hour. The product is C(C=C)(=O)[O-].ClC(C(=O)OC)=C (acrylate methyl α-chloroacrylate). Reaction SMILES: [C:1]([O-:5])(=[O:4])[CH:2]=[CH2:3].[Cl:6][C:7](=[CH2:12])[C:8]([O:10][CH3:11])=[O:9].C(OOC(=O)C1C=CC=CC=1)(=O)C1C=CC=CC=1.CCCCCC>C1(C)C(C)=CC=CC=1.C(O)C>[C:1]([O-:5])(=[O:4])[CH:2]=[CH2:3].[Cl:6][C:7](=[CH2:12])[C:8]([O:10][CH3:11])=[O:9] |f:6.7|. Procedure details: α-Chloroacrylic acid (0.1 mol) and hexaethyldititanoxane (0.05 mol) were dissolved in xylene and subjected to reaction. The water that formed as the reaction proceeded was removed together with the solvent by distillation. The by-product of the reaction was distilled off under vacuum and the residue dried under vacuum to obtain α-chlorotriethyltitanyl acrylate (m.p. 83° C.; yield, 54%). This α-chlorotriethyltitanyl acrylate and methyl α-chloroacrylate ware put into a round-bottom flask at a mola...